Dataset: the Open Reaction Database (ORD), a public repository of structured organic reaction records. Task: describe an organic reaction: reactants, conditions, products, and yield Starting materials: O=C1NC=2C=CC=CC2C=2C1=NN(C2CC(=O)N2CCN(CC2)C(=O)OC(C)(C)C)C2=CC=CC=C2 (tert-butyl 4-[(4-oxo-2-phenyl-4,5-dihydro-2H-pyrazolo[3,4-c]quinolin-1-yl)acetyl]piperazine-1-carboxylate), Cl (hydrochloric acid). Run in C(C)O (ethanol). Run at temperature 60 celsius. Product: O=C(CC=1N(N=C2C(NC=3C=CC=CC3C21)=O)C2=CC=CC=C2)N2CCNCC2 (1-(2-oxo-2-piperazin-1-ylethyl)-2-phenyl-2,5-dihydro-4H-pyrazolo[3,4-c]quinolin-4-one). Reaction SMILES: [O:1]=[C:2]1[C:11]2=[N:12][N:13]([C:31]3[CH:36]=[CH:35][CH:34]=[CH:33][CH:32]=3)[C:14]([CH2:15][C:16]([N:18]3[CH2:23][CH2:22][N:21](C(OC(C)(C)C)=O)[CH2:20][CH2:19]3)=[O:17])=[C:10]2[C:9]2[CH:8]=[CH:7][CH:6]=[CH:5][C:4]=2[NH:3]1.Cl>C(O)C>[O:17]=[C:16]([N:18]1[CH2:23][CH2:22][NH:21][CH2:20][CH2:19]1)[CH2:15][C:14]1[N:13]([C:31]2[CH:36]=[CH:35][CH:34]=[CH:33][CH:32]=2)[N:12]=[C:11]2[C:10]=1[C:9]1[CH:8]=[CH:7][CH:6]=[CH:5][C:4]=1[NH:3][C:2]2=[O:1]. Reported procedure: A mixture of tert-butyl 4-[(4-oxo-2-phenyl-4,5-dihydro-2H-pyrazolo[3,4-c]quinolin-1-yl)acetyl]piperazine-1-carboxylate, 4 mL of 6 N aqueous hydrochloric acid, and 12 mL of ethanol was heated at 60° C. for 5 hours. The mixture was allowed to cool to ambient temperature and was concentrated under reduced pressure. The residue was triturated with acetonitrile, isolated by filtration, and dried to afford 1.60 g of 1-(2-oxo-2-piperazin-1-ylethyl)-2-phenyl-2,5-dihydro-4H-pyrazolo[3,4-c]quinolin-4-one;... Starting materials: CC(C)(C)OC(=O)CC1(c2ccc(Oc3ccccc3)cc2)CCN(C(=O)OCc2ccccc2)CCS1(=O)=O, O=C(O)C(F)(F)F. The product is O=C(O)CC1(c2ccc(Oc3ccccc3)cc2)CCN(C(=O)OCc2ccccc2)CCS1(=O)=O. RXN SMILES: [CH2:1]([c:2]1[cH:3][cH:4][cH:5][cH:6][cH:7]1)[O:8][C:9](=[O:10])[N:11]1[CH2:12][CH2:13][S:14](=[O:39])(=[O:40])[C:15]([c:18]2[cH:19][cH:20][c:21]([O:24][c:25]3[cH:26][cH:27][cH:28][cH:29][cH:30]3)[cH:22][cH:23]2)([CH2:31][C:32](=[O:33])[O:34][C:35]([CH3:36])([CH3:37])[CH3:38])[CH2:16][CH2:17]1.[OH:41][C:42]([C:43]([F:44])([F:45])[F:46])=[O:47]>>[CH2:1]([c:2]1[cH:3][cH:4][cH:5][cH:6][cH:7]1)[O:8][C:9](=[O:10])[N:11]1[CH2:12][CH2:13][S:14](=[O:39])(=[O:40])[C:15]([c:18]2[cH:19][cH:20][c:21]([O:24][c:25]3[cH:26][cH:27][cH:28][cH:29][cH:30]3)[cH:22][cH:23]2)([CH2:31][C:32](=[O:33])[OH:34])[CH2:16][CH2:17]1. Starting materials: [BH4-], Cc1ccccc1, CO, O=Cc1ccccc1, CC(C)(C)OC(=O)C(NCCN)C(C)(C)C, [Na+]. Product: CC(C)(C)OC(=O)C(NCCNCc1ccccc1)C(C)(C)C. As a reaction SMILES: [BH4-:32].[CH3:25][c:26]1[cH:27][cH:28][cH:29][cH:30][cH:31]1.[CH3:34][OH:35].[CH:1](=[O:2])[c:3]1[cH:4][cH:5][cH:6][cH:7][cH:8]1.[NH2:9][CH2:10][CH2:11][NH:12][CH:13]([C:14]([CH3:15])([CH3:16])[CH3:17])[C:18](=[O:19])[O:20][C:21]([CH3:22])([CH3:23])[CH3:24].[Na+:33]>>[CH2:1]([c:3]1[cH:4][cH:5][cH:6][cH:7][cH:8]1)[NH:9][CH2:10][CH2:11][NH:12][CH:13]([C:14]([CH3:15])([CH3:16])[CH3:17])[C:18](=[O:19])[O:20][C:21]([CH3:22])([CH3:23])[CH3:24].